Task: describe an organic reaction: reactants, conditions, products, and yield. Dataset: the Open Reaction Database (ORD), a public repository of structured organic reaction records Reactants: CCCCCCCCOc1ccc(C=O)cc1, CO, N#CCc1ccccc1, [Na+], [OH-], O. Yields the product CCCCCCCCOc1ccc(C=C(C#N)c2ccccc2)cc1. As a reaction SMILES: [CH2:1]([CH2:2][CH2:3][CH2:4][CH2:5][CH2:6][CH2:7][CH3:8])[O:9][c:10]1[cH:11][cH:12][c:13]([CH:14]=[O:15])[cH:16][cH:17]1.[CH3:30][OH:31].[N:18]#[C:19][CH2:20][c:21]1[cH:22][cH:23][cH:24][cH:25][cH:26]1.[Na+:28].[OH-:27].[OH2:29]>>[CH2:1]([CH2:2][CH2:3][CH2:4][CH2:5][CH2:6][CH2:7][CH3:8])[O:9][c:10]1[cH:11][cH:12][c:13]([CH:14]=[C:20]([C:19]#[N:18])[c:21]2[cH:22][cH:23][cH:24][cH:25][cH:26]2)[cH:16][cH:17]1.